From a dataset of the Open Reaction Database (ORD), a public repository of structured organic reaction records. describe an organic reaction: reactants, conditions, products, and yield The reactants are CC#N, Nc1nc2c(sc(=O)n2CC=CCCl)c(=O)[nH]1, CCOP(OCC)OCC. Yields the product CCOP(=O)(CC=CCn1c(=O)sc2c(=O)[nH]c(N)nc21)OCC. RXN SMILES: [CH3:28][C:29]#[N:30].[NH2:1][c:2]1[nH:3][c:4](=[O:17])[c:5]2[c:6]([n:7]1)[n:8]([CH2:12][CH:13]=[CH:14][CH2:15][Cl:16])[c:9](=[O:11])[s:10]2.[P:18]([O:19][CH2:20][CH3:21])([O:22][CH2:23][CH3:24])[O:25][CH2:26][CH3:27]>>[NH2:1][c:2]1[nH:3][c:4](=[O:17])[c:5]2[c:6]([n:7]1)[n:8]([CH2:12][CH:13]=[CH:14][CH2:15][P:18]([O:19][CH2:20][CH3:21])([O:22][CH2:23][CH3:24])=[O:25])[c:9](=[O:11])[s:10]2. The reactants are BrC=1C(=NC2=CC=C(C=C2N1)C(=O)OC)C1=CC=CC=C1 (methyl 3-bromo-2-phenylquinoxaline-6-carboxylate), C1(=CC=CC=C1)C1=CC=C(C=C1)B(O)O (4-phenyl-phenylboronic acid). The product is C1(=CC=CC=C1)C1=NC2=CC=C(C=C2N=C1C1=CC=C(C=C1)C1=CC=CC=C1)C(=O)O (2-phenyl-3-(4-phenyl-phenyl)quinoxaline-6-carboxylic acid). Yield: 51.4%. RXN SMILES: Br[C:2]1[C:3]([C:16]2[CH:21]=[CH:20][CH:19]=[CH:18][CH:17]=2)=[N:4][C:5]2[C:10]([N:11]=1)=[CH:9][C:8]([C:12]([O:14]C)=[O:13])=[CH:7][CH:6]=2.[C:22]1([C:28]2[CH:33]=[CH:32][C:31](B(O)O)=[CH:30][CH:29]=2)[CH:27]=[CH:26][CH:25]=[CH:24][CH:23]=1>>[C:16]1([C:3]2[C:2]([C:31]3[CH:32]=[CH:33][C:28]([C:22]4[CH:27]=[CH:26][CH:25]=[CH:24][CH:23]=4)=[CH:29][CH:30]=3)=[N:11][C:10]3[C:5](=[CH:6][CH:7]=[C:8]([C:12]([OH:14])=[O:13])[CH:9]=3)[N:4]=2)[CH:17]=[CH:18][CH:19]=[CH:20][CH:21]=1. Procedure: The product was obtained via a Suzuki coupling reaction using the method previously shown in Example 20, Step 3, using methyl 3-bromo-2-phenylquinoxaline-6-carboxylate (100 mg, 0.29 mmol, 1.00 equiv) and 4-phenyl-phenylboronic acid (100 mg, 0.51 mmol, 1.50 equiv) as reactants. Purification via silica gel column (dichloromethane/methanol (15:1)) yielded 60 mg (51%) of 2-phenyl-3-(4-phenyl-phenyl)quinoxaline-6-carboxylic acid as a light yellow solid.